describe an organic reaction: reactants, conditions, products, and yield From a dataset of the Open Reaction Database (ORD), a public repository of structured organic reaction records. Starting materials: resultant mixture, [Na] (sodium), CC1=CC=CC=2N1N=CC2C(=O)OCC (ethyl 7-methylpyrazolo[1,5-a]pyridine-3-carboxylate), N12C[C@H](C(CC1)CC2)O ((S)-(+)-3-quinuclidinol), metal, [Na] (sodium). The solvent is C1=CC=CC=C1 (benzene). Reaction conditions: time 2.5 hour. The product is CC1=CC=CC=2N1N=CC2C(=O)O[C@@H]2CN1CCC2CC1 ((S)-(-)-1-azabicyclo[2.2.2]oct-3-yl 7-methylpyrazolo[1,5-a]pyridine-3-carboxylate), crystals. The yield is 81.0%. RXN SMILES: [N:1]12[CH2:8][CH2:7][CH:4]([CH2:5][CH2:6]1)[C@H:3]([OH:9])[CH2:2]2.[Na].[CH3:11][C:12]1[N:17]2[N:18]=[CH:19][C:20]([C:21](OCC)=[O:22])=[C:16]2[CH:15]=[CH:14][CH:13]=1>C1C=CC=CC=1>[CH3:11][C:12]1[N:17]2[N:18]=[CH:19][C:20]([C:21]([O:9][C@H:3]3[CH:4]4[CH2:7][CH2:8][N:1]([CH2:6][CH2:5]4)[CH2:2]3)=[O:22])=[C:16]2[CH:15]=[CH:14][CH:13]=1 |^1:9|. Procedure: After a suspension of 760 mg (0.76 mmol) of (S)-(+)-3-quinuclidinol, which had been prepared in accordance with the procedure disclosed in "Eur. J. Med. Chem.", 14, 111-114 (1979), in 60 ml of benzene was refluxed for 1.5 hours by using a Dean-Stark apparatus, 0.2 g of metal sodium was added and the resultant mixture was refluxed under stirring for further 2.5 hours. Unreacted sodium was removed and 440 mg (2.2 mmol) of ethyl 7-methylpyrazolo[1,5-a]pyridine-3-carboxylate were added, followed by ... The reactants are C(C=C)OC(C1=CC(=CC(=C1)O)O)=O (3,5-Dihydroxy-benzoic acid allyl ester), OC=1C=C(C(=O)O)C=C(C1C)O (3,5-dihydroxy-4-methylbenzoic acid). Yields the product C(C=C)OC(C1=CC(=C(C(=C1)O)C)O)=O (3,5-dihydroxy-4-methylbenzoic acid allyl ester). As a reaction SMILES: [CH2:1]([O:4][C:5](=[O:14])[C:6]1[CH:11]=[C:10]([OH:12])[CH:9]=[C:8]([OH:13])[CH:7]=1)[CH:2]=[CH2:3].O[C:16]1C=C(C=C(O)C=1C)C(O)=O>>[CH2:1]([O:4][C:5](=[O:14])[C:6]1[CH:11]=[C:10]([OH:12])[C:9]([CH3:16])=[C:8]([OH:13])[CH:7]=1)[CH:2]=[CH2:3]. Reported procedure: This compound was prepared analogously to 3,5-Dihydroxy-benzoic acid allyl ester [Example 1(a)], however 3,5-dihydroxy-4-methylbenzoic acid was used instead of 3,5-dihydroxybenzoic acid. The product is NC(=O)c1sc(Nc2cc(C=O)ccc2[N+](=O)[O-])nc1-c1ccccc1C(F)(F)F. The reactants are COC(OC)c1ccc([N+](=O)[O-])c(Nc2nc(-c3ccccc3C(F)(F)F)c(C(N)=O)s2)c1, CC#N, Cl. Reaction SMILES: [CH3:1][O:2][CH:3]([c:4]1[cH:5][cH:6][c:7]([N+:29](=[O:30])[O-:31])[c:8]([NH:10][c:11]2[s:12][c:13]([C:26](=[O:27])[NH2:28])[c:14](-[c:16]3[c:17]([C:22]([F:23])([F:24])[F:25])[cH:18][cH:19][cH:20][cH:21]3)[n:15]2)[cH:9]1)[O:32][CH3:33].[CH3:35][C:36]#[N:37].[ClH:34]>>[O:2]=[CH:3][c:4]1[cH:5][cH:6][c:7]([N+:29](=[O:30])[O-:31])[c:8]([NH:10][c:11]2[s:12][c:13]([C:26](=[O:27])[NH2:28])[c:14](-[c:16]3[c:17]([C:22]([F:23])([F:24])[F:25])[cH:18][cH:19][cH:20][cH:21]3)[n:15]2)[cH:9]1. Reactants: BrC=1C=C(C=C(C1)F)C(C#N)(C)C (2-(3-bromo-5-fluorophenyl)-2-methylpropanenitrile), C(C)(C)[N-]C(C)C.[Li+] (lithium diisopropylamide), C(C)(C)(C)N=C=O (tert-butylisocyanate), C(C)(C)(C)N=C=O (tert-butylisocyanate). Solvent: C1CCOC1 (THF). Reaction conditions: temperature -76 celsius, time 2 hour. The product is BrC1=C(C(=O)NC(C)(C)C)C(=CC(=C1)C(C)(C)C#N)F (2-bromo-N-tert-butyl-4-(2-cyanopropan-2-yl)-6-fluorobenzamide). Yield: 82.3%. RXN SMILES: [Br:1][C:2]1[CH:3]=[C:4]([C:9]([CH3:13])([CH3:12])[C:10]#[N:11])[CH:5]=[C:6]([F:8])[CH:7]=1.C([N-]C(C)C)(C)C.[Li+].[C:22]([N:26]=[C:27]=[O:28])([CH3:25])([CH3:24])[CH3:23]>C1COCC1>[Br:1][C:2]1[CH:3]=[C:4]([C:9]([C:10]#[N:11])([CH3:13])[CH3:12])[CH:5]=[C:6]([F:8])[C:7]=1[C:27]([NH:26][C:22]([CH3:25])([CH3:24])[CH3:23])=[O:28] |f:1.2|. Procedure: To a solution of 2-(3-bromo-5-fluorophenyl)-2-methylpropanenitrile (30 g, 124 mmol, 1.0 equiv.) in 180 mL THF was added lithium diisopropylamide (82.6 ml of 1.8 M, 149 mmol, 1.2 equiv.) dropwise at −75° C. The reaction mixture was stirred at −76° C. for 2 hr. The tert-butylisocyanate (18.4 g, 21.8 ml, 186 mmol, 1.5 equiv.) was added dropwise at −75° C. and stirring was continued for 2 hr. An additional 0.5 equiv. of tert-butylisocyanate was added and the reaction mixture was allowed to warm grad... The reactants are C(C)(=O)O (acetic acid), [H-].[Na+] (NaH), COC1=CC=C(C=C1)O (4-methoxy-phenol), ClC1=NC(=CC2=CC=CC=C12)NC1=NNC(=C1)C ((1-chloro-isoquinolin-3-yl)-(5-methyl-1H-pyrazol-3-yl)-amine). The solvent is COC (dimethyl ether). Run at temperature 150 celsius, time 1 hour. Product: COC1=CC=C(OC2=NC(=CC3=CC=CC=C23)NC2=NNC(=C2)C)C=C1 ([1-(4-methoxy-phenoxy)-isoquinolin-3-yl]-(5-methyl-1H-pyrazol-3-yl)-amine). Yield: 22.4%. RXN SMILES: [H-].[Na+].[CH3:3][O:4][C:5]1[CH:10]=[CH:9][C:8]([OH:11])=[CH:7][CH:6]=1.Cl[C:13]1[C:22]2[C:17](=[CH:18][CH:19]=[CH:20][CH:21]=2)[CH:16]=[C:15]([NH:23][C:24]2[CH:28]=[C:27]([CH3:29])[NH:26][N:25]=2)[N:14]=1.C(O)(=O)C>COC>[CH3:3][O:4][C:5]1[CH:10]=[CH:9][C:8]([O:11][C:13]2[C:22]3[C:17](=[CH:18][CH:19]=[CH:20][CH:21]=3)[CH:16]=[C:15]([NH:23][C:24]3[CH:28]=[C:27]([CH3:29])[NH:26][N:25]=3)[N:14]=2)=[CH:7][CH:6]=1 |f:0.1|. Reported procedure: NaH (155 mg) was added to a solution of 4-methoxy-phenol (500 mg) in dimethyl ether (DME) (2 ml) and stirred for 1 hour. (1-chloro-isoquinolin-3-yl)-(5-methyl-1H-pyrazol-3-yl)-amine (100 mg) was added to the mixture, and the mixture was heated at 150° C. for 30 minutes under microwave irradiation. The reaction mixture was acidified to pH=7 with acetic acid and purified by preparative LC-MS to give [1-(4-methoxy-phenoxy)-isoquinolin-3-yl]-(5-methyl-1H-pyrazol-3-yl)-amine (30 mg). LC-MS: m/e 347(M... Reactants: CCOC(=O)c1ccc(Br)cc1, COc1ccc(B(O)O)cc1, Cc1ccccc1, [Na+], [Na+], O=C([O-])[O-], [Pd], c1ccc(P(c2ccccc2)c2ccccc2)cc1, c1ccc(P(c2ccccc2)c2ccccc2)cc1, c1ccc(P(c2ccccc2)c2ccccc2)cc1, c1ccc(P(c2ccccc2)c2ccccc2)cc1. Product: CCOC(=O)c1ccc(-c2ccc(OC)cc2)cc1. As a reaction SMILES: [CH2:1]([CH3:2])[O:3][C:4]([c:5]1[cH:6][cH:7][c:8]([Br:11])[cH:9][cH:10]1)=[O:12].[CH3:13][O:14][c:15]1[cH:16][cH:17][c:18]([B:21]([OH:22])[OH:23])[cH:19][cH:20]1.[CH3:30][c:31]1[cH:32][cH:33][cH:34][cH:35][cH:36]1.[Na+:24].[Na+:25].[O-:26][C:27](=[O:28])[O-:29].[Pd:37].[c:38]1([P:39]([c:40]2[cH:41][cH:42][cH:43][cH:44][cH:45]2)[c:46]2[cH:47][cH:48][cH:49][cH:50][cH:51]2)[cH:52][cH:53][cH:54][cH:55][cH:56]1.[c:57]1([P:58]([c:59]2[cH:60][cH:61][cH:62][cH:63][cH:64]2)[c:65]2[cH:66][cH:67][cH:68][cH:69][cH:70]2)[cH:71][cH:72][cH:73][cH:74][cH:75]1.[c:76]1([P:77]([c:78]2[cH:79][cH:80][cH:81][cH:82][cH:83]2)[c:84]2[cH:85][cH:86][cH:87][cH:88][cH:89]2)[cH:90][cH:91][cH:92][cH:93][cH:94]1.[c:95]1([P:96]([c:97]2[cH:98][cH:99][cH:100][cH:101][cH:102]2)[c:103]2[cH:104][cH:105][cH:106][cH:107][cH:108]2)[cH:109][cH:110][cH:111][cH:112][cH:113]1>>[CH2:1]([CH3:2])[O:3][C:4]([c:5]1[cH:6][cH:7][c:8](-[c:18]2[cH:17][cH:16][c:15]([O:14][CH3:13])[cH:20][cH:19]2)[cH:9][cH:10]1)=[O:12]. Starting materials: O.C1(=CC=C(C=C1)S(=O)(=O)O)C (p-toluenesulfonic acid monohydrate), CC=1C(=C(C(=C(C1)C)C)C)C (pentamethylbenzene), O.C1(=CC=C(C=C1)S(=O)(=O)O)C (TsOH), C(CN)N (ethylenediamine). The solvent is ClCCl (dichloromethane). The product is C1(=CC=C(C=C1)S(=O)(=O)O)C (Para-toluenesulfonic Acid). Reaction SMILES: O.[C:2]1([CH3:12])[CH:7]=[CH:6][C:5]([S:8]([OH:11])(=[O:10])=[O:9])=[CH:4][CH:3]=1.CC1C(C)=C(C)C(C)=C(C)C=1.C(N)CN>ClCCl>[C:2]1([CH3:12])[CH:3]=[CH:4][C:5]([S:8]([OH:11])(=[O:9])=[O:10])=[CH:6][CH:7]=1 |f:0.1|. Reported procedure: A mixture of p-toluenesulfonic acid monohydrate (TsOH) (7.5 mg, 39.4 μmol) and of pentamethylbenzene (6.6 mg, 44.5 μmol, internal standard) in solution in dichloromethane (300 μl) was treated with 3 equivalents of polyimine prepared according to example 1 (12 mg, 120 μmol). After filtering and evaporating, it was observed, by NMR, that the TsOH/pentamethylbenzene ratio was 0.02. Thus, only 0.89 μmol of TsOH remains in the medium, i.e. only 2% of the initial amount.